The task is: describe an organic reaction: reactants, conditions, products, and yield. This data is from the Open Reaction Database (ORD), a public repository of structured organic reaction records. The reactants are OC[C@@H]1N(CCC1)C(=O)OC(C)(C)C ((R)-tert-butyl 2-(hydroxymethyl)pyrrolidine-1-carboxylate), C(Br)(Br)(Br)Br (CBr4), C1=CC=C(C=C1)P(C2=CC=CC=C2)C3=CC=CC=C3 (PPh3). Run in C(Cl)Cl (CH2Cl2). Conditions: time 16 hour. The product is BrC[C@@H]1N(CCC1)C(=O)OC(C)(C)C ((R)-tert-Butyl 2-(bromomethyl)pyrrolidine-1-carboxylate). Isolated yield 59.9%. Reaction SMILES: O[CH2:2][C@H:3]1[CH2:7][CH2:6][CH2:5][N:4]1[C:8]([O:10][C:11]([CH3:14])([CH3:13])[CH3:12])=[O:9].C(Br)(Br)(Br)[Br:16].C1C=CC(P(C2C=CC=CC=2)C2C=CC=CC=2)=CC=1>C(Cl)Cl>[Br:16][CH2:2][C@H:3]1[CH2:7][CH2:6][CH2:5][N:4]1[C:8]([O:10][C:11]([CH3:14])([CH3:13])[CH3:12])=[O:9]. Procedure details: To a solution of (R)-pyrrolidin-2-ylmethanol (0.7 g, 6.93 mmol) in CH2Cl2 (5 mL) was added (Boc)2O (1.66 g, 7.62 mmol) and triethylamine (1.40 g, 13.86 mmol) at 0° C. After stirring at 0° C. for about 10 minutes, the reaction mixture was allowed to stir at room temperature for 16 h. The mixture was quenched with aqueous acetic acid, then diluted with CH2Cl2 (20 mL), extracted with H2O (2×20 mL). The organics were dried over Na2SO4, filtered and concentrated to give (R)-tert-butyl (hydroxymethyl)... The reactants are Cl (hydrochloric acid), BrC=1C=C(C=CC1)C=1C=CC=2C3=CC=CC=C3C3=CC=CC1C23 (3-(3-bromophenyl)fluoranthene), B(OC(C)C)(OC(C)C)OC(C)C (triisopropyl borate), C(CCC)[Li] (n-butyllithium). Solvent: O1CCCC1 (tetrahydrofuran), CCCCCC (hexane). Reaction conditions: temperature -70 celsius, time 2 hour. The product is C1=CC(=C2C=CC=C3C4=CC=CC=C4C1=C23)C=2C=C(C=CC2)B(O)O (3-(fluoranthen-3-yl)phenylboronic acid). Yield: 95.0%. As a reaction SMILES: Br[C:2]1[CH:3]=[C:4]([C:8]2[CH:9]=[CH:10][C:11]3[C:12]4[C:17]([C:18]5[C:23]=3[C:22]=2[CH:21]=[CH:20][CH:19]=5)=[CH:16][CH:15]=[CH:14][CH:13]=4)[CH:5]=[CH:6][CH:7]=1.C([Li])CCC.[B:29](OC(C)C)([O:34]C(C)C)[O:30]C(C)C.Cl>CCCCCC.O1CCCC1>[CH:9]1[C:8]2=[C:22]3[C:21]([C:5]4[C:4]2=[CH:3][CH:2]=[CH:7][CH:6]=4)=[CH:20][CH:19]=[CH:18][C:23]3=[C:11]([C:12]2[CH:13]=[C:14]([B:29]([OH:34])[OH:30])[CH:15]=[CH:16][CH:17]=2)[CH:10]=1. Procedure: A flask was charged with 9.2 g of 3-(3-bromophenyl)fluoranthene and 129 mL of tetrahydrofuran. After cooling the reaction solution to −70° C., 17.2 mL of a 1.65 M hexane solution of n-butyllithium was added dropwise to the reaction solution. The mixture was stirred at −70° C. for 2 hours. After the dropwise addition of 17.7 mL of triisopropyl borate to the reaction solution, the reaction solution was stirred at −70° C. for 1 hour. The reaction solution was then stirred for 5 hours while heating ... Starting materials: BrC1=CC=C(C=N1)C(=O)N1CCN(CC1)C1=NC=C(C=C1C)CC ((6-bromopyridin-3-yl)[4-(5-ethyl-3-methylpyridin-2-yl)piperazin-1-yl]methanone), S1(NCCCC1)(=O)=O ([1,2]thiazinane 1,1-dioxide). Product: O=S1(N(CCCC1)C1=CC=C(C=N1)C(=O)N1CCN(CC1)C1=NC=C(C=C1C)CC)=O ([6-(1,1-dioxo-1λ6-[1,2]thiazinan-2-yl)pyridin-3-yl][4-(5-ethyl-3-methylpyridin-2-yl)piperazin-1-yl]methanone). Isolated yield 79.6%. As a reaction SMILES: Br[C:2]1[N:7]=[CH:6][C:5]([C:8]([N:10]2[CH2:15][CH2:14][N:13]([C:16]3[C:21]([CH3:22])=[CH:20][C:19]([CH2:23][CH3:24])=[CH:18][N:17]=3)[CH2:12][CH2:11]2)=[O:9])=[CH:4][CH:3]=1.[S:25]1(=[O:32])(=[O:31])[CH2:30][CH2:29][CH2:28][CH2:27][NH:26]1>>[O:31]=[S:25]1(=[O:32])[CH2:30][CH2:29][CH2:28][CH2:27][N:26]1[C:2]1[N:7]=[CH:6][C:5]([C:8]([N:10]2[CH2:15][CH2:14][N:13]([C:16]3[C:21]([CH3:22])=[CH:20][C:19]([CH2:23][CH3:24])=[CH:18][N:17]=3)[CH2:12][CH2:11]2)=[O:9])=[CH:4][CH:3]=1. Procedure details: Using (6-bromopyridin-3-yl)[4-(5-ethyl-3-methylpyridin-2-yl)piperazin-1-yl]methanone (389 mg) described in Preparation Example 145 and [1,2]thiazinane 1,1-dioxide (176 mg) and by the reaction and treatment in the same manner as in Example 20262, the title compound (353 mg) was obtained. Reactants: ClCCN(CCCl)Cc1ccccc1, CCN(C(C)C)C(C)C, Clc1ccccc1, Cl, Nc1cccc2[nH]ccc12. Product: c1ccc(CN2CCN(c3cccc4[nH]ccc34)CC2)cc1. As a reaction SMILES: [CH2:12]([c:13]1[cH:14][cH:15][cH:16][cH:17][cH:18]1)[N:19]([CH2:20][CH2:21][Cl:25])[CH2:23][CH2:24][Cl:22].[CH:26]([N:27]([CH:28]([CH3:29])[CH3:30])[CH2:31][CH3:32])([CH3:33])[CH3:34].[Cl:35][c:36]1[cH:37][cH:38][cH:39][cH:40][cH:41]1.[ClH:11].[nH:1]1[cH:2][cH:3][c:4]2[c:5]([NH2:10])[cH:6][cH:7][cH:8][c:9]12>>[nH:1]1[cH:2][cH:3][c:4]2[c:5]([N:10]3[CH2:21][CH2:20][N:19]([CH2:12][c:13]4[cH:14][cH:15][cH:16][cH:17][cH:18]4)[CH2:23][CH2:24]3)[cH:6][cH:7][cH:8][c:9]12.